Dataset: the Open Reaction Database (ORD), a public repository of structured organic reaction records. Task: describe an organic reaction: reactants, conditions, products, and yield Reactants: FC=1C=C(CNC(=O)C2=C(N(C3=CC(=CC=C23)OC(C)C)CC2=NC=CC=C2)CN2CCCC2)C=CC1F (N-(3,4-difluorobenzyl)-6-isopropoxy-1-(pyridin-2-ylmethyl)-2-(pyrrolidin-1-ylmethyl)-1H-indole-3-carboxamide), FC=1C=C(CNC(=O)C2=C(N(C3=CC(=CC=C23)OC(C)C)CC2=NC=CC=C2)CN2CCCC2)C=CC1F (N-(3,4-difluorobenzyl)-6-isopropoxy-1-(pyridin-2-ylmethyl)-2-(pyrrolidin-1-ylmethyl)-1H-indole-3-carboxamide), CI (MeI). The solvent is CC(=O)C (acetone). Conditions: time 16 hour. Yields the product [I-].FC=1C=C(CNC(=O)C2=C(N(C3=CC(=CC=C23)OC(C)C)CC2=NC=CC=C2)C[N+]2(CCCC2)C)C=CC1F (1-((3-(3,4-Difluorobenzylcarbamoyl)-6-isopropoxy-1-(pyridin-2-ylmethyl)-1H-indol-2-yl)methyl)-1-methylpyrrolidinium iodide). As a reaction SMILES: [F:1][C:2]1[CH:3]=[C:4]([CH:35]=[CH:36][C:37]=1[F:38])[CH2:5][NH:6][C:7]([C:9]1[C:17]2[C:12](=[CH:13][C:14]([O:18][CH:19]([CH3:21])[CH3:20])=[CH:15][CH:16]=2)[N:11]([CH2:22][C:23]2[CH:28]=[CH:27][CH:26]=[CH:25][N:24]=2)[C:10]=1[CH2:29][N:30]1[CH2:34][CH2:33][CH2:32][CH2:31]1)=[O:8].[CH3:39][I:40]>CC(C)=O>[I-:40].[F:1][C:2]1[CH:3]=[C:4]([CH:35]=[CH:36][C:37]=1[F:38])[CH2:5][NH:6][C:7]([C:9]1[C:17]2[C:12](=[CH:13][C:14]([O:18][CH:19]([CH3:21])[CH3:20])=[CH:15][CH:16]=2)[N:11]([CH2:22][C:23]2[CH:28]=[CH:27][CH:26]=[CH:25][N:24]=2)[C:10]=1[CH2:29][N+:30]1([CH3:39])[CH2:31][CH2:32][CH2:33][CH2:34]1)=[O:8] |f:3.4|. Procedure: To a solution of N-(3,4-difluorobenzyl)-6-isopropoxy-1-(pyridin-2-ylmethyl)-2-(pyrrolidin-1-ylmethyl)-1H-indole-3-carboxamide (Compound 175, 17 mg, 0.033 mmol) in acetone (1 ml) was added MeI (0.1 ml, 1.6 mmol). The reaction was stirred at room temperature for 16 h and the solvent was removed in vacuo. The residue was purified by PTLC on silica gel (10% MeOH-EtOAc) to yield the title compound. Reactants: CC(C(C(=O)OCC1=CC=CC=C1)OC1=NC(=NC(=N1)OC)OC)(C)C (benzyl 3,3-dimethyl-2-(4,6-dimethoxy-S-triazin-2-yl)oxybutyrate), C(C)(=O)O (acetic acid), [H][H] (hydrogen). The reagents and catalysts are [C].[Pd] (palladium carbon). The solvent is C(C)O (ethanol). Yields the product CC(C(C(=O)O)OC1=NC(=NC(=N1)OC)OC)(C)C (3,3-dimethyl-2-(4,6-dimethoxy-S-triazin-2-yl)oxybutyric acid). Isolated yield 91.8%. As a reaction SMILES: [CH3:1][C:2]([CH3:26])([CH3:25])[CH:3]([O:14][C:15]1[N:20]=[C:19]([O:21][CH3:22])[N:18]=[C:17]([O:23][CH3:24])[N:16]=1)[C:4]([O:6]CC1C=CC=CC=1)=[O:5].C(O)(=O)C.[H][H]>[C].[Pd].C(O)C>[CH3:1][C:2]([CH3:26])([CH3:25])[CH:3]([O:14][C:15]1[N:16]=[C:17]([O:23][CH3:24])[N:18]=[C:19]([O:21][CH3:22])[N:20]=1)[C:4]([OH:6])=[O:5] |f:3.4|. Reported procedure: 4.5 g of benzyl 3,3-dimethyl-2-(4,6-dimethoxy-S-triazin-2-yl)oxybutyrate and 0.5 g (10%) of palladium carbon wetted with 2 ml of acetic acid were added to 100 ml of ethanol. 257 ml of hydrogen was added thereto at room temperature under stirring. The reaction solution was subjected to filtration, and the filtrate was extracted twice with 200 ml of ethyl acetate. The organic layer was dried over anhydrous sodium sulfate and concentrated under reduced pressure to obtain 3.1 g of the desired produc... Product: Cl.Cl.NC1CCCC=2C=C(C=NC12)C (8-amino-3-methyl-5,6,7,8-tetrahydroquinoline dihydrochloride). Reactants: Cl (hydrogen chloride), stainless steel, Cl.ClC1CCCC=2C=C(C=NC12)C (8-chloro-3-methyl-5,6,7,8-tetrahydroquinoline hydrochloride), N (ammonia). The solvent is CO (methanol), CCOCC (ether). RXN SMILES: [ClH:1].[Cl:2][CH:3]1[C:12]2[N:11]=[CH:10][C:9]([CH3:13])=[CH:8][C:7]=2[CH2:6][CH2:5][CH2:4]1.Cl.[NH3:15]>CO.CCOCC>[ClH:2].[ClH:1].[NH2:15][CH:3]1[C:12]2[N:11]=[CH:10][C:9]([CH3:13])=[CH:8][C:7]=2[CH2:6][CH2:5][CH2:4]1 |f:0.1,6.7.8|. Procedure details: The 8-chloro product of Example 2 (17 g.) was dissolved in methanol saturated with ammonia (400 ml.) and heated at 80° in a stainless steel bomb for 24 hours. The solvent was removed in vacuo and the residual oil triturated with anhydrous ether (3 × 50 ml.) and the triturates discarded. The oily solid was dissolved in water and the pH adjusted to 9.0 with sodium carbonate and extracted with ether (3 × 150 ml.). The combined extracts were dried (MgSO4) and the solvent removed in vacuo to give a p... Reaction SMILES: [CH2:1]([O:3][C:4]1[C:13]2[C:8](=[CH:9][CH:10]=[C:11]([CH:14]=O)[CH:12]=2)[N:7]=[CH:6][CH:5]=1)[CH3:2].[NH2:16][C:17]1[S:18][CH2:19][C:20](=[O:22])[N:21]=1.C([O-])(=O)C.[Na+]>C(O)(=O)C>[NH2:16][C:17]1[S:18]/[C:19](=[CH:14]\[C:11]2[CH:12]=[C:13]3[C:8](=[CH:9][CH:10]=2)[N:7]=[CH:6][CH:5]=[C:4]3[O:3][CH2:1][CH3:2])/[C:20](=[O:22])[N:21]=1 |f:2.3|. The product is NC=1S\C(\C(N1)=O)=C/C=1C=C2C(=CC=NC2=CC1)OCC (2-Amino-5-[1-(4-ethoxy-quinolin-6-yl)-meth-(Z)-ylidene]-thiazol-4-one). Reported procedure: Similar procedure as described in example 34 was used, starting with 4-ethoxy-quinoline-6-carbaldehyde (example 3b), 2-amino-thiazol-4-one, sodium acetate and acetic acid to give 2-Amino-5-[1-(4-ethoxy-quinolin-6-yl)-meth-(Z)-ylidene]-thiazol-4-one. LC-MS m/e 300 (MH+). Starting materials: C(C)OC1=CC=NC2=CC=C(C=C12)C=O (4-ethoxy-quinoline-6-carbaldehyde), NC=1SCC(N1)=O (2-amino-thiazol-4-one), C(C)(=O)[O-].[Na+] (sodium acetate). Run in C(C)(=O)O (acetic acid). The reactants are CC(C)(C)OC(=O)Nc1cc(-c2ccc(C=O)cc2)ccn1, CC#N, [O-][Cl+][O-], [K+], [Na+], O, OO, O=S(=O)([O-])O. Product: CC(C)(C)OC(=O)Nc1cc(-c2ccc(C(=O)O)cc2)ccn1. As a reaction SMILES: [CH3:1][C:2]([CH3:3])([O:4][C:5](=[O:6])[NH:7][c:8]1[n:9][cH:10][cH:11][c:12](-[c:14]2[cH:15][cH:16][c:17]([CH:18]=[O:19])[cH:20][cH:21]2)[cH:13]1)[CH3:22].[CH3:35][C:36]#[N:37].[Cl+:31]([O-:32])[O-:33].[K+:28].[Na+:34].[OH2:38].[OH:29][OH:30].[S:23]([O-:24])(=[O:25])(=[O:26])[OH:27]>>[CH3:1][C:2]([CH3:3])([O:4][C:5](=[O:6])[NH:7][c:8]1[n:9][cH:10][cH:11][c:12](-[c:14]2[cH:15][cH:16][c:17]([C:18](=[O:19])[OH:24])[cH:20][cH:21]2)[cH:13]1)[CH3:22]. Reactants: hydrazone, N1N=CC=C1 (pyrazole), N1C(N=CC=C1)=O (2(1H)-pyrimidinone), O=C1C(N=C(C2=C(N1)C=CC=C2)C2=CC=CC=C2)NC(=O)C2=NN(C(=C2C)NC(C2=C(C=CC=C2)Cl)=O)C2=NC=CC=C2 (4-methyl-5-(2-chloro-benzoylamino)-1-(pyridine-2-yl)-pyrazole-3-carboxylic acid (2-oxo-5-phenyl-2,3-dihydro-1H-benzo[e][1,4]diazepin-3-yl)amide), C(C)OC(=O)C1=NN(C(=C1C)N)C1=NC=CC=N1 (5-amino-4-methyl-1-pyrimidin-2-yl-1H-pyrazole-3-carboxylic acid ethyl ester), C(C)OC(C(C(C)C#N)=O)=O (3-cyano-3-methyl-2-oxopropanoic acid ethyl ester), NC1=CC(=NN1C(=O)OC(C)(C)C)C(=O)OC (5-Amino-1-tert-butoxycarbonyl-3-methoxycarbonylpyrazole). The product is N1(CCC(CC1)CCNC(=O)C1=NN(C(=C1C)NC(C1=C(C=CC=C1)Cl)=O)C1=NC=CC=N1)C1=CC=NC=C1 (4-methyl-5-(2-chlorobenzoylamino)-1-(pyrimidin-2-yl)-pyrazole-3-carboxylic acid [2-(3,4,5,6-tetrahydro-2H-[1,4′]bipyridin-4-yl)ethyl]amide). Reaction SMILES: N1[CH:5]=[CH:4][CH:3]=N1.C(O[C:9]([C:11]1[C:15](C)=[C:14](N)[N:13]([C:18]2N=CC=CN=2)[N:12]=1)=O)C.[CH2:24](OC(=O)C(=O)C(C#N)C)[CH3:25].[NH:35]1[CH:40]=[CH:39][CH:38]=[N:37][C:36]1=O.NC1N(C(OC(C)(C)C)=O)N=C(C(OC)=O)C=1.O=[C:60]1NC2C=CC=CC=2C(C2C=CC=CC=2)=N[CH:61]1[NH:77][C:78]([C:80]1[C:84]([CH3:85])=[C:83]([NH:86][C:87](=[O:95])[C:88]2[CH:93]=[CH:92][CH:91]=[CH:90][C:89]=2[Cl:94])[N:82](C2C=CC=CN=2)[N:81]=1)=[O:79]>>[N:12]1([C:11]2[CH:9]=[CH:18][N:13]=[CH:14][CH:15]=2)[CH2:25][CH2:24][CH:5]([CH2:60][CH2:61][NH:77][C:78]([C:80]2[C:84]([CH3:85])=[C:83]([NH:86][C:87](=[O:95])[C:88]3[CH:93]=[CH:92][CH:91]=[CH:90][C:89]=3[Cl:94])[N:82]([C:36]3[N:37]=[CH:38][CH:39]=[CH:40][N:35]=3)[N:81]=2)=[O:79])[CH2:4][CH2:3]1. Reported procedure: The pyrazole acid, prepared as described in Procedure 8 using 5-amino-4-methyl-1-pyrimidin-2-yl-1H-pyrazole-3-carboxylic acid ethyl ester (prepared as described in Procedure 41 using 3-cyano-3-methyl-2-oxopropanoic acid ethyl ester (U.S. Pat. No. 4,652,669) and 2(1H)-pyrimidinone, hydrazone (Ambinter, PFR-114431)) in place of compound 20, was coupled to 2-(3,4,5,6-tetrahydro-2H-[1,4′]bipyridin-4-yl)ethylamine (prepared as described in Procedure 14) using the method of Procedure 10. Starting materials: ClC1=NC(=C(C=C1C#N)C)C (2-chloro-3-cyano-5,6-dimethylpyridine), Cl.NNC(=O)N (semicarbazide hydrochloride), C(C)(=O)[O-].[Na+] (sodium acetate). The reagents and catalysts are [Ni] (Raney nickel). Solvent: O (water), CO (methanol), O (water). Yields the product ClC1=NC(=C(C=C1C=O)C)C (2-chloro-5,6-dimethyl-3-pyridinecarboxaldehyde). Yield: 60.5%. As a reaction SMILES: [Cl:1][C:2]1[C:7]([C:8]#N)=[CH:6][C:5]([CH3:10])=[C:4]([CH3:11])[N:3]=1.Cl.NNC(N)=[O:16].C([O-])(=O)C.[Na+]>[Ni].O.CO>[Cl:1][C:2]1[C:7]([CH:8]=[O:16])=[CH:6][C:5]([CH3:10])=[C:4]([CH3:11])[N:3]=1 |f:1.2,3.4|. Reported procedure: A mixture of 2-chloro-3-cyano-5,6-dimethylpyridine (21.5 g), semicarbazide hydrochloride (24.0 g), sodium acetate (42.3 g), water (225 ml) and methanol (475 ml) was hydrogenated at 344 kPa at 50° using Raney nickel catalyst (5 g). The mixture was added to water (750 ml) and filtered. The solid filtered off was suspended in water (130 ml) and concentrated hydrochloric acid (70 ml) was added and the mixture was heated at 100° for 1 hour; formalin (40% w/w, 120 ml) was added and the mixture was hea... Reactants: Cl (hydrochloric acid), C[O-].[Na+] (sodium methylate), C(C)(=O)S[C@H]1C[C@H](N(C1)C)C(=O)N1C[C@H](CC1)NC(CNC(=N)NC(=O)OCC1=CC=C(C=C1)[N+](=O)[O-])=O ((2S,4S)-4-acetylthio-1-methyl-2-[(3S)-3-[2-[3-(4-nitrobenzyloxy-carbonyl)guanidino]acetylamino]pyrrolidin-1-ylcarbonyl]pyrrolidine). Run in CO (methanol), CO (methanol). Reaction conditions: time 1 hour. Product: S[C@H]1C[C@H](N(C1)C)C(=O)N1C[C@H](CC1)NC(CNC(=N)NC(=O)OCC1=CC=C(C=C1)[N+](=O)[O-])=O ((2S,4S)-4-mercapto-1-methyl-2-[(3S)-3[2-[3-(4-nitrobenzyloxycarbonyl)guanidino]acetylamino]pyrrolidin-1-yl-carbonyl]pyrrolidine). Isolated yield 58.2%. Reaction SMILES: C[O-].[Na+].C([S:7][C@@H:8]1[CH2:12][N:11]([CH3:13])[C@H:10]([C:14]([N:16]2[CH2:20][CH2:19][C@H:18]([NH:21][C:22](=[O:41])[CH2:23][NH:24][C:25]([NH:27][C:28]([O:30][CH2:31][C:32]3[CH:37]=[CH:36][C:35]([N+:38]([O-:40])=[O:39])=[CH:34][CH:33]=3)=[O:29])=[NH:26])[CH2:17]2)=[O:15])[CH2:9]1)(=O)C.Cl>CO>[SH:7][C@@H:8]1[CH2:12][N:11]([CH3:13])[C@H:10]([C:14]([N:16]2[CH2:20][CH2:19][C@H:18]([NH:21][C:22](=[O:41])[CH2:23][NH:24][C:25]([NH:27][C:28]([O:30][CH2:31][C:32]3[CH:33]=[CH:34][C:35]([N+:38]([O-:40])=[O:39])=[CH:36][CH:37]=3)=[O:29])=[NH:26])[CH2:17]2)=[O:15])[CH2:9]1 |f:0.1|. Procedure: A solution of 28% sodium methylate in methanol (0.5 ml) was added to a solution of (2S,4S)-4-acetylthio-1-methyl-2-[(3S)-3-[2-[3-(4-nitrobenzyloxy-carbonyl)guanidino]acetylamino]pyrrolidin-1-ylcarbonyl]pyrrolidine (1.5 g) in methanol (30 ml) and stirred at room temperature for 1 hour. At the end of this time, to the resulting mixture was added 1N hydrochloric acid (2.73 ml) and concentrated in vacuo. The resulting residue was chromatographed on a reverse phase column (Cosmosil 75C18PREP (trade m...